Task: describe an organic reaction: reactants, conditions, products, and yield. Dataset: the Open Reaction Database (ORD), a public repository of structured organic reaction records Starting materials: C(C)OC(C(C(O)C1=C(C=C(C=C1)OCC1=CC=CC=C1)Cl)OC)=O (3-(4-Benzyloxy-2-chloro-phenyl)-3-hydroxy-2-methoxy-propionic acid ethyl ester), S(=O)(=O)(C)Cl (Mesylchloride), Mg. Reagents/catalysts: CN(C)C=1C=CN=CC1 (DMAP). Solvent: CO (methanol), ClCCl (dichloromethane), CCOCC (ether). Reaction conditions: temperature 0 celsius. Product: C(C)OC(C(CC1=C(C=C(C=C1)OCC1=CC=CC=C1)Cl)OC)=O (3-(4-Benzyloxy-2-chloro-phenyl)-2-methoxy-propionic acid ethyl ester). As a reaction SMILES: [CH2:1]([O:3][C:4](=[O:25])[CH:5]([O:23][CH3:24])[CH:6]([C:8]1[CH:13]=[CH:12][C:11]([O:14][CH2:15][C:16]2[CH:21]=[CH:20][CH:19]=[CH:18][CH:17]=2)=[CH:10][C:9]=1[Cl:22])O)[CH3:2].S(Cl)(C)(=O)=O>CN(C1C=CN=CC=1)C.ClCCl.CCOCC.CO>[CH2:1]([O:3][C:4](=[O:25])[CH:5]([O:23][CH3:24])[CH2:6][C:8]1[CH:13]=[CH:12][C:11]([O:14][CH2:15][C:16]2[CH:21]=[CH:20][CH:19]=[CH:18][CH:17]=2)=[CH:10][C:9]=1[Cl:22])[CH3:2]. Procedure: A mixture of 3-(4-Benzyloxy-2-chloro-phenyl)-3-hydroxy-2-methoxy-propionic acid ethyl ester (1 eq), Mesylchloride (1 eq) triethylamine (4 eq) and a catalytic amount of DMAP (0.1 eq) in dichloromethane was stirred at room temperature over night. The reaction mixture was diluted with ether and washed with HCl 1N. Dried and concentrated in vacuo to give a residue which was chromatographed in silica gel to yield a compound which was dissolved in methanol was treated with Mg (20 eq) and stirred until... The reactants are O=C1C(O)=C([O-])[C@H](O1)[C@@H](O)CO.[Na+] (sodium ascorbate), O=C1C(O)=C([O-])[C@H](O1)[C@@H](O)CO.[Na+] (sodium L-ascorbate), N(=[N+]=[N-])C1=CC=NC=C1 (4-azidopyridine), C#CCCC (pent-1-yne), mixture. Reagents/catalysts: S(=O)(=O)([O-])[O-].[Cu+2] (Copper(II) sulfate). The solvent is O.CC(=O)C (water acetone). Conditions: time 24 hour. Yields the product C(CC)C=1N=NN(C1)C1=CC=NC=C1 (4-(4-propyl-1H-1,2,3-triazol-1-yl)pyridine). As a reaction SMILES: [N:1]([C:4]1[CH:9]=[CH:8][N:7]=[CH:6][CH:5]=1)=[N+:2]=[N-:3].[CH:10]#[C:11][CH2:12][CH2:13][CH3:14].O=C1O[C@H]([C@H](CO)O)C([O-])=C1O.[Na+]>S([O-])([O-])(=O)=O.[Cu+2].O.CC(C)=O>[CH2:12]([C:11]1[N:3]=[N:2][N:1]([C:4]2[CH:9]=[CH:8][N:7]=[CH:6][CH:5]=2)[CH:10]=1)[CH2:13][CH3:14] |f:2.3,4.5,6.7|. Reported procedure: 4-azidopyridine (4.65 g, 38.7 mmol) and pent-1-yne (4.12 ml, 41.8 mmol) were added into a 250 mL round-bottom flask with 50 mL mixture of water/acetone. Copper(II) sulfate (0.060 g, 0.376 mmol) and sodium L-ascorbate (0.256 g, 1.292 mmol) were added to this solution and the reaction was stirred at room temperature for 24 hours. Additional sodium ascorbate (0.103 g) was added. The solution was filtered and concentrated. Ethyl acetate (200 ml) was added to the concentrated solution. The organic la...